This data is from the Open Reaction Database (ORD), a public repository of structured organic reaction records. The task is: describe an organic reaction: reactants, conditions, products, and yield Reactants: OO (hydrogen peroxide), FC1=C(C=CC(=C1F)OCCCCCCCC)C1=CC=C(C=C1)B(O)O (2,3 -difluoro-4 -octoxybiphenyl-4'-yl-boronic acid). Solvent: C(C)OCC (diethyl ether). Yields the product FC1=C(C=CC(=C1F)OCCCCCCCC)C1=CC=C(C=C1)O (2,3-difluoro-4-octoxy-4'-hydroxybiphenyl). Reaction SMILES: [OH:1]O.[F:3][C:4]1[C:9]([F:10])=[C:8]([O:11][CH2:12][CH2:13][CH2:14][CH2:15][CH2:16][CH2:17][CH2:18][CH3:19])[CH:7]=[CH:6][C:5]=1[C:20]1[CH:25]=[CH:24][C:23](B(O)O)=[CH:22][CH:21]=1>C(OCC)C>[F:3][C:4]1[C:9]([F:10])=[C:8]([O:11][CH2:12][CH2:13][CH2:14][CH2:15][CH2:16][CH2:17][CH2:18][CH3:19])[CH:7]=[CH:6][C:5]=1[C:20]1[CH:25]=[CH:24][C:23]([OH:1])=[CH:22][CH:21]=1. Reported procedure: 10% hydrogen peroxide (10.5 ml, 0.023 mol) was added dropwise to a stirred, refluxing solution of 2,3 -difluoro-4 -octoxybiphenyl-4'-yl-boronic acid (10) (2.9g, 8.0 mmol), in diethyl ether (40 ml). The stirred mixture was heated under reflux until tic showed the reaction to be complete. The ether layer was separated and the aqueous layer extracted with ether. The combined ethereal layers were washed with water and dried. The solvent was removed. The crude product was purified by flash chromatogr... Starting materials: ClC1CCc2cc(Br)ccc21, CNC, Cc1ccccc1. Yields the product CN(C)C1CCc2cc(Br)ccc21. As a reaction SMILES: [Br:1][c:2]1[cH:3][c:4]2[c:8]([cH:9][cH:10]1)[CH:7]([Cl:11])[CH2:6][CH2:5]2.[CH3:12][NH:13][CH3:14].[CH3:15][c:16]1[cH:17][cH:18][cH:19][cH:20][cH:21]1>>[Br:1][c:2]1[cH:3][c:4]2[c:8]([cH:9][cH:10]1)[CH:7]([N:13]([CH3:12])[CH3:14])[CH2:6][CH2:5]2. Reactants: OC1=CC=C(C=C1)C1=C(C=CC=C1)[N+](=O)[O-] (4'-hydroxy-2-nitrobiphenyl), S(=O)(=O)(OC)OC (dimethyl sulphate), C([O-])([O-])=O.[K+].[K+] (potassium carbonate). Solvent: CC(=O)C (acetone). Product: COC1=CC=C(C=C1)C1=C(C=CC=C1)[N+](=O)[O-] (4'-methoxy-2-nitrobiphenyl). RXN SMILES: [OH:1][C:2]1[CH:7]=[CH:6][C:5]([C:8]2[CH:13]=[CH:12][CH:11]=[CH:10][C:9]=2[N+:14]([O-:16])=[O:15])=[CH:4][CH:3]=1.S(OC)(O[CH3:21])(=O)=O.C(=O)([O-])[O-].[K+].[K+]>CC(C)=O>[CH3:21][O:1][C:2]1[CH:7]=[CH:6][C:5]([C:8]2[CH:13]=[CH:12][CH:11]=[CH:10][C:9]=2[N+:14]([O-:16])=[O:15])=[CH:4][CH:3]=1 |f:2.3.4|. Reported procedure: A mixture of 4'-hydroxy-2-nitrobiphenyl (10.4 g), dimethyl sulphate (9.15 g) in acetone (350 ml) and anhydrous potassium carbonate (22 g) was heated at reflux for 10 hours to get an oil which was purified by column chromatography on silica gel (150 g, 100-200 mesh) eluted with hexane to give 4'-methoxy-2-nitrobiphenyl (m.p. 55°-56° C.). The reactants are C(C1=CC=CC=C1)C=1C=NC2=C(C=CC=C2C1C=1C=C(C=CC1)N)C(F)(F)F ({3-[3-benzyl-8-(trifluoromethyl)quinolin-4-yl]phenyl}amine), C(=O)C1=C2C=CNC2=CC=C1 (4-formylindole). Product: C(C1=CC=CC=C1)C=1C=NC2=C(C=CC=C2C1C=1C=C(C=CC1)NCC1=C2C=CNC2=CC=C1)C(F)(F)F ({3-[3-BENZYL-8-(TRIFLUOROMETHYL)QUINOLIN-4-YL]PHENYL}(1H-INDOL-4-YLMETHYL)AMINE). As a reaction SMILES: [CH2:1]([C:8]1[CH:9]=[N:10][C:11]2[C:16]([C:17]=1[C:18]1[CH:19]=[C:20]([NH2:24])[CH:21]=[CH:22][CH:23]=1)=[CH:15][CH:14]=[CH:13][C:12]=2[C:25]([F:28])([F:27])[F:26])[C:2]1[CH:7]=[CH:6][CH:5]=[CH:4][CH:3]=1.[CH:29]([C:31]1[CH:39]=[CH:38][CH:37]=[C:36]2[C:32]=1[CH:33]=[CH:34][NH:35]2)=O>>[CH2:1]([C:8]1[CH:9]=[N:10][C:11]2[C:16]([C:17]=1[C:18]1[CH:19]=[C:20]([NH:24][CH2:29][C:31]3[CH:39]=[CH:38][CH:37]=[C:36]4[C:32]=3[CH:33]=[CH:34][NH:35]4)[CH:21]=[CH:22][CH:23]=1)=[CH:15][CH:14]=[CH:13][C:12]=2[C:25]([F:28])([F:26])[F:27])[C:2]1[CH:3]=[CH:4][CH:5]=[CH:6][CH:7]=1. Reported procedure: The title compound was prepared from {3-[3-benzyl-8-(trifluoromethyl)quinolin-4-yl]phenyl}amine and 4-formylindole to the procedure of step 1, Example 66. MS (ES) m/z 506.2.